Dataset: the Open Reaction Database (ORD), a public repository of structured organic reaction records. Task: describe an organic reaction: reactants, conditions, products, and yield The reactants are [Mg] (Magnesium), C(C)(=O)O.C(C)(=O)O.C(C)(=O)O.C(C)(=O)O.Br[C@@]1(O)[C@H](O)[C@@H](O)[C@@H](O)[C@H](O1)CO (1-bromo-α-D-galactose tetraacetate), II (I2), BrCC(C)C (1-Bromo-2-methylpropane), [Mg] (magnesium). Solvent: CC(=O)O (AcOH), O (water), C(C)OCC (diethyl ether), C(C)OCC (diethyl ether). Yields the product C(C)(=O)O.C(C)(=O)O.C(C)(=O)O.C(C)(=O)O.C(C(C)C)[C@]1(O)[C@H](O)[C@@H](O)[C@@H](O)[C@H](O1)CO (1-Isobutyl-β-D-galactose tetraacetate). Yield: 69.0%. RXN SMILES: [Mg].II.Br[CH2:5][CH:6]([CH3:8])[CH3:7].[C:9]([OH:12])(=[O:11])[CH3:10].[C:13]([OH:16])(=[O:15])[CH3:14].[C:17]([OH:20])(=[O:19])[CH3:18].[C:21]([OH:24])(=[O:23])[CH3:22].Br[C@@:26]1([O:35][C@H:34]([CH2:36][OH:37])[C@H:32]([OH:33])[C@H:30]([OH:31])[C@H:28]1[OH:29])[OH:27]>C(OCC)C.CC(O)=O.O>[C:9]([OH:12])(=[O:11])[CH3:10].[C:13]([OH:16])(=[O:15])[CH3:14].[C:17]([OH:20])(=[O:19])[CH3:18].[C:21]([OH:24])(=[O:23])[CH3:22].[CH2:5]([C@:26]1([O:35][C@H:34]([CH2:36][OH:37])[C@H:32]([OH:33])[C@H:30]([OH:31])[C@H:28]1[OH:29])[OH:27])[CH:6]([CH3:8])[CH3:7] |f:3.4.5.6.7,11.12.13.14.15|. Reported procedure: Magnesium turnings (4.2 g) were suspended in diethyl ether (45 mL) and then initiated with a crystal of I2. 1-Bromo-2-methylpropane (1.37 mL, 12 mmol) was then added to the magnesium suspension. The mixture turned a cloudy white after the flask was heated with α heat gun. A solution of 1-bromo-α-D-galactose tetraacetate 4 (4.307 g, 10.5 mmol) in diethyl ether (10 mL) was added dropwise into the Grignard reaction mixture. The reaction went to completion after the mixture was heated at reflux for ... Reactants: [Al+3], CCOC(=O)c1cn(-c2ncccc2CN(C)C)nc1C, [H-], [H-], [H-], [H-], [Li+], C1CCOC1. Yields the product Cc1nn(-c2ncccc2CN(C)C)cc1CO. RXN SMILES: [Al+3:23].[CH3:1][N:2]([CH3:3])[CH2:4][c:5]1[c:6](-[n:11]2[n:12][c:13]([CH3:21])[c:14]([C:16](=[O:17])[O:18][CH2:19][CH3:20])[cH:15]2)[n:7][cH:8][cH:9][cH:10]1.[H-:22].[H-:25].[H-:26].[H-:27].[Li+:24].[O:28]1[CH2:29][CH2:30][CH2:31][CH2:32]1>>[CH3:1][N:2]([CH3:3])[CH2:4][c:5]1[c:6](-[n:11]2[n:12][c:13]([CH3:21])[c:14]([CH2:16][OH:17])[cH:15]2)[n:7][cH:8][cH:9][cH:10]1. Reactants: FC1([C@H]([C@H]2C([C@@H](C1)C2)(C)C)CC(=O)Cl)F (2-((1S,2S,5R)-3,3-difluoro-6,6-dimethylbicyclo[3.1.1]heptan-2-yl)acetyl chloride), NN1C(C2=CC=CC=C2C(=N1)C1=CC=C(C=C1)Cl)=O (2-amino-4-(4-chlorophenyl)phthalazin-1(2H)-one), N1=CC=CC=C1 (pyridine). The solvent is C(Cl)(Cl)Cl (CHCl3). Reaction conditions: time 12 hour. Yields the product ClC1=CC=C(C=C1)C1=NN(C(C2=CC=CC=C12)=O)NC(C[C@H]1[C@H]2C([C@@H](CC1(F)F)C2)(C)C)=O (N-[4-(4-chlorophenyl)-1-oxophthalazin-2(1H)-yl]-2-[(1S,2S,5R)-3,3-difluoro-6,6-dimethylbicyclo[3.1.1]hept-2-yl]acetamide). As a reaction SMILES: [F:1][C:2]1([F:15])[CH2:7][C@H:6]2[CH2:8][C@H:4]([C:5]2([CH3:10])[CH3:9])[C@@H:3]1[CH2:11][C:12](Cl)=[O:13].[NH2:16][N:17]1[N:26]=[C:25]([C:27]2[CH:32]=[CH:31][C:30]([Cl:33])=[CH:29][CH:28]=2)[C:24]2[C:19](=[CH:20][CH:21]=[CH:22][CH:23]=2)[C:18]1=[O:34].N1C=CC=CC=1>C(Cl)(Cl)Cl>[Cl:33][C:30]1[CH:31]=[CH:32][C:27]([C:25]2[C:24]3[C:19](=[CH:20][CH:21]=[CH:22][CH:23]=3)[C:18](=[O:34])[N:17]([NH:16][C:12](=[O:13])[CH2:11][C@@H:3]3[C:2]([F:15])([F:1])[CH2:7][C@H:6]4[CH2:8][C@@H:4]3[C:5]4([CH3:10])[CH3:9])[N:26]=2)=[CH:28][CH:29]=1. Procedure: To a mixture of the above crude 2-((1S,2S,5R)-3,3-difluoro-6,6-dimethylbicyclo[3.1.1]heptan-2-yl)acetyl chloride (50 mg, 0.211 mmol) and the product from Example 86A (57.4 mg, 0.211 mmol) in 10 mL of CHCl3 was added pyridine (0.051 mL, 0.634 mmol). The reaction is stirred at rt for 12 hours and then reluxed for 16 hours, and quenched with 1M NaHCO3 (10 mL). The aq layer was extracted with EtOAc (2×20 mL), and the combined organic layers were dried (Na2SO4), filtered, and concentrated. The residu... Starting materials: C=1C=CC(=CC1)C=2N=C(N=C(N2)N)N (benzoguanamine), C1(C=2C(C(=O)O1)=CC=CC2)=O (phthalic anhydride), O (water). Product: C=1C=CC(=CC1)C=2N=C(N=C(N2)N)N.C(C=1C(C(=O)[O-])=CC=CC1)(=O)[O-] (benzoguanamine phthalate). Reaction SMILES: [CH:1]1[CH:2]=[CH:3][C:4]([C:7]2[N:8]=[C:9]([NH2:14])[N:10]=[C:11]([NH2:13])[N:12]=2)=[CH:5][CH:6]=1.[C:15]1(=[O:25])[O:20][C:18](=[O:19])[C:17]2=[CH:21][CH:22]=[CH:23][CH:24]=[C:16]12.[OH2:26]>>[CH:1]1[CH:6]=[CH:5][C:4]([C:7]2[N:8]=[C:9]([NH2:14])[N:10]=[C:11]([NH2:13])[N:12]=2)=[CH:3][CH:2]=1.[C:15]([O-:20])(=[O:25])[C:16]1[C:17](=[CH:21][CH:22]=[CH:23][CH:24]=1)[C:18]([O-:26])=[O:19] |f:3.4|. Procedure details: 187 g of benzoguanamine, 148 g of phthalic anhydride and 5 L of water were placed into the a flask provided with a stirrer and a reflux tube, and were continuously refluxed for 5 hours to form a crystal, which was then filtered out and dried to obtain benzoguanamine phthalate. The reactants are CC(=O)[O-], CC(=O)OC(C)=O, COc1ccc2c(c1)C(C)(C)C1CCCNC1C2, CCCCCC, Cl, [Na+], O, O, O. Yields the product COc1ccc2c(c1)C(C)(C)C1CCCN(C(C)=O)C1C2. Reaction SMILES: [C:23]([CH3:24])(=[O:25])[O-:26].[CH3:28][C:29]([O:30][C:31](=[O:32])[CH3:33])=[O:34].[CH3:2][O:3][c:4]1[cH:5][cH:6][c:7]2[c:8]([cH:19]1)[C:9]([CH3:17])([CH3:18])[CH:10]1[CH2:11][CH2:12][CH2:13][NH:14][CH:15]1[CH2:16]2.[CH3:35][CH2:36][CH2:37][CH2:38][CH2:39][CH3:40].[ClH:1].[Na+:27].[OH2:20].[OH2:21].[OH2:22]>>[CH3:2][O:3][c:4]1[cH:5][cH:6][c:7]2[c:8]([cH:19]1)[C:9]([CH3:17])([CH3:18])[CH:10]1[CH2:11][CH2:12][CH2:13][N:14]([C:23]([CH3:24])=[O:25])[CH:15]1[CH2:16]2. The reactants are [Na] (sodium), ClC1=C(C=C(C(=O)C2=CC=CC=C2)C=C1)[N+](=O)[O-] (4-chloro-3-nitrobenzophenone), ice, C(C)O (ethanol), C(CC(=O)OCC)(=O)OCC (diethyl malonate). Solvent: C(Cl)Cl (methylene chloride). Reaction conditions: time 2 hour. Product: C(C)N1C(CC2=CC=C(C=C12)C(C1=CC=CC=C1)=O)=O (1-Ethyl-6-benzoyloxindole). Reaction SMILES: [Na].[CH2:2]([OH:4])[CH3:3].[C:5](OCC)(=O)[CH2:6]C(OCC)=O.Cl[C:17]1[CH:30]=[CH:29][C:20]([C:21]([C:23]2[CH:28]=[CH:27][CH:26]=[CH:25][CH:24]=2)=[O:22])=[CH:19][C:18]=1[N+:31]([O-])=O>C(Cl)Cl>[CH2:5]([N:31]1[C:18]2[C:17](=[CH:30][CH:29]=[C:20]([C:21](=[O:22])[C:23]3[CH:28]=[CH:27][CH:26]=[CH:25][CH:24]=3)[CH:19]=2)[CH2:3][C:2]1=[O:4])[CH3:6] |^1:0|. Procedure: To a solution of sodium ethoxide, formed by reacting 4.6 g. (0.2 mole) of sodium metal with 200 ml. of ethanol, at 0° C. was added 32 g. (0.2 mole) of diethyl malonate followed by 26.1 g. (0.1 mole) of 4-chloro-3-nitrobenzophenone. The mixture was allowed to stir at room temperature for 2 hours and was then poured into 400 ml. of ice cold 2N hydrochloric acid and 300 ml. of methylene chloride. The organic layer was separated, dried over magnesium sulfate and concentrated to an oil. The residual ... Reactants: N#N (N2), C=CC (propylene), [H][H] (hydrogen), Zr, C(CCCCCC=C)[SiH3] (7-Octenylsilane). Solvent: CCCCCC (hexane), C1(=CC=CC=C1)C (toluene). Run at temperature 70 celsius, time 30 minute. Product: C(=CCCCCCC)[SiH3] (octenylsilane). RXN SMILES: C=CC.[H][H].[CH2:6]([SiH3:14])[CH2:7][CH2:8][CH2:9][CH2:10][CH2:11][CH:12]=[CH2:13].N#N>C1(C)C=CC=CC=1.CCCCCC>[CH:6]([SiH3:14])=[CH:7][CH2:8][CH2:9][CH2:10][CH2:11][CH2:12][CH3:13]. Procedure details: A 2 L Parr reactor was heated to 70° C. and charged with 270 g of propylene and pressured with 0.14 L of hydrogen. 7-Octenylsilane (containing about 14.6 percent of 6-octenylsilane) 0.13 wt percent based on total monomer content, dissolved in 0.5 ml of toluene and pressured to 100 psig over the reactor pressure with N2 was charged to the vessel. To the vessel was then added 12 μmoles of the Zr-containing catalyst, slurried in hexane under N2 pressure of 100 psig above the reactor pressure to ini...